From a dataset of the Open Reaction Database (ORD), a public repository of structured organic reaction records. describe an organic reaction: reactants, conditions, products, and yield Yields the product CC1(C)OC(=O)N(CCC2(N)CC2)c2ccccc21. Reactants: FB(F)F, [Br-], CC[Mg+], CCOCC, CC1(C)OC(=O)N(CCC#N)c2ccccc21, CCOCC, CC(C)[O-], CC(C)[O-], CC(C)[O-], CC(C)[O-], [Na+], [OH-], [Ti+4]. Reaction SMILES: [B:27]([F:28])([F:29])[F:30].[Br-:18].[CH2:19]([CH3:20])[Mg+:21].[CH2:22]([O:23][CH2:24][CH3:25])[CH3:26].[CH3:1][C:2]1([CH3:17])[c:3]2[c:4]([cH:13][cH:14][cH:15][cH:16]2)[N:5]([CH2:9][CH2:10][C:11]#[N:12])[C:6](=[O:8])[O:7]1.[CH3:33][CH2:34][O:35][CH2:36][CH3:37].[CH3:38][CH:39]([CH3:40])[O-:41].[CH3:42][CH:43]([CH3:44])[O-:45].[CH3:46][CH:47]([CH3:48])[O-:49].[CH3:50][CH:51]([CH3:52])[O-:53].[Na+:32].[OH-:31].[Ti+4:54]>>[CH3:1][C:2]1([CH3:17])[c:3]2[c:4]([cH:13][cH:14][cH:15][cH:16]2)[N:5]([CH2:9][CH2:10][C:11]2([NH2:12])[CH2:19][CH2:20]2)[C:6](=[O:8])[O:7]1. Starting materials: FC1=C(OC2=CC3=C(N=C(N=C3)NC3CCOCC3)N(C2=O)C)C=CC(=C1)F (6-(2,4-difluorophenoxy)-8-methyl-2-(tetrahydro-2H-pyran-4-ylamino)pyrido[2,3-d]pyrimidin-7(8H)-one), C(C)(C)N(C(C)C)CC (N,N-diisopropylethylamine), C(C)(=O)OC(C)=O (acetic anhydride), CCCCCC (hexane). Solvent: CC(=O)C (acetone). Run at temperature 125 celsius. Product: FC1=C(OC2=CC3C(N=C(N=C3)N(C(C)=O)C3CCOCC3)N(C2=O)C)C=CC(=C1)F (N-[6-(2,4-Difluoro-phenoxy)-8-methyl-7-oxo-4a,7,8,8a-tetrahydro-pyrido[2,3 d]pyrimidin-2-yl]-N-(tetrahydro-pyran-4-yl)-acetamide). RXN SMILES: [F:1][C:2]1[CH:27]=[C:26]([F:28])[CH:25]=[CH:24][C:3]=1[O:4][C:5]1[C:21](=[O:22])[N:20]([CH3:23])[C:8]2[N:9]=[C:10]([NH:13][CH:14]3[CH2:19][CH2:18][O:17][CH2:16][CH2:15]3)[N:11]=[CH:12][C:7]=2[CH:6]=1.C(N(CC)C(C)C)(C)C.[C:38](OC(=O)C)(=[O:40])[CH3:39].CCCCCC>CC(C)=O>[F:1][C:2]1[CH:27]=[C:26]([F:28])[CH:25]=[CH:24][C:3]=1[O:4][C:5]1[C:21](=[O:22])[N:20]([CH3:23])[CH:8]2[N:9]=[C:10]([N:13]([CH:14]3[CH2:19][CH2:18][O:17][CH2:16][CH2:15]3)[C:38](=[O:40])[CH3:39])[N:11]=[CH:12][CH:7]2[CH:6]=1. Procedure details: A mixture of 6-(2,4-difluorophenoxy)-8-methyl-2-(tetrahydro-2H-pyran-4-ylamino)pyrido[2,3-d]pyrimidin-7(8H)-one (Example 23) (1.0 g, 2.57 mmol), N,N-diisopropylethylamine (0.498 g, 0.67 mL, 3.86 mmol) in acetic anhydride (1.42 g, 1.02 mL, 13.9 mmol) was heated to 123-127° C. for 2 hours. The volatiles were evaporated at 60° C. to provide a thick residue which was dissolved in 4 mL of acetone at 67-70° C. To the resulting solution was added 5 mL of hexane maintaining a temperature of 53-55° C. Th... Starting materials: FC(C(C(F)(F)F)(O)C=1C=CC(=C(C1)C#CC(CC)O)N1CCC(CC1)S(=O)(=O)C1=CC=CC=C1)(F)F (1-(5-(1,1,1,3,3,3-hexafluoro-2-hydroxypropan-2-yl)-2-(4-(phenylsulfonyl)piperidin-1-yl)phenyl)pent-1-yn-3-ol), [H-].[Na+] (sodium hydride), CI (methyl iodide). Yields the product FC(C(C(F)(F)F)(O)C1=CC(=C(C=C1)N1CCC(CC1)S(=O)(=O)C1=CC=CC=C1)C#CC(CC)OC)(F)F (1,1,1,3,3,3-hexafluoro-2-(3-(3-methoxypent-1-ynyl)-4-(4-(phenylsulfonyl)piperidin-1-yl)phenyl)-2-propanol). As a reaction SMILES: [F:1][C:2]([F:37])([F:36])[C:3]([C:9]1[CH:10]=[CH:11][C:12]([N:21]2[CH2:26][CH2:25][CH:24]([S:27]([C:30]3[CH:35]=[CH:34][CH:33]=[CH:32][CH:31]=3)(=[O:29])=[O:28])[CH2:23][CH2:22]2)=[C:13]([C:15]#[C:16][CH:17]([OH:20])[CH2:18][CH3:19])[CH:14]=1)([OH:8])[C:4]([F:7])([F:6])[F:5].[H-].[Na+].[CH3:40]I>>[F:37][C:2]([F:1])([F:36])[C:3]([C:9]1[CH:10]=[CH:11][C:12]([N:21]2[CH2:22][CH2:23][CH:24]([S:27]([C:30]3[CH:35]=[CH:34][CH:33]=[CH:32][CH:31]=3)(=[O:28])=[O:29])[CH2:25][CH2:26]2)=[C:13]([C:15]#[C:16][CH:17]([O:20][CH3:40])[CH2:18][CH3:19])[CH:14]=1)([OH:8])[C:4]([F:7])([F:6])[F:5] |f:1.2|. Procedure: Following the procedure described for Example 155, -(5-(1,1,1,3,3,3-hexafluoro-2-hydroxypropan-2-yl)-2-(4-(phenylsulfonyl)piperidin-1-yl)phenyl)pent-1-yn-3-ol (Example 162) was reacted with sodium hydride and methyl iodide to afford 1,1,1,3,3,3-hexafluoro-2-(3-(3-methoxypent-1-ynyl)-4-(4-(phenylsulfonyl)piperidin-1-yl)phenyl)-2-propanol as a mixture of enantiomers. Reported procedure: A solution of the product from Step B (1.05 g, 3.52 mmol), sodium hydride (60% dispersion in mineral oil, 310 mg, 7.75 mmol) and 4-(2-chloroethyl)morpholine hydrochloride (0.721 g, 3.88 mmol) in anhydrous dimethylformamide (DMF) (20 mL) was heated at 110° C. for 2.5 h and then stirred at ambient temperature overnight. The reaction mixture was extracted with ethylacetate (3×100 mL), washed with brine, dried over molecular sieves and concentrated. The residue was chromatographed on silica, elution... The yield is 22.1%. The product is CC(C)(C)NS(=O)(=O)C=1SC(=CC1)S(=O)(=O)NCCN1CCOCC1 (N-(1,1-Dimethylethyl)-N'-2-(4-morpholinyl)ethyl-2,5-thiophenedisulfonamide). The solvent is CN(C=O)C (dimethylformamide). Reaction SMILES: [CH3:1][C:2]([NH:5][S:6]([C:9]1[S:10][C:11]([S:14]([NH2:17])(=[O:16])=[O:15])=[CH:12][CH:13]=1)(=[O:8])=[O:7])([CH3:4])[CH3:3].[H-].[Na+].Cl.Cl[CH2:22][CH2:23][N:24]1[CH2:29][CH2:28][O:27][CH2:26][CH2:25]1>CN(C)C=O>[CH3:4][C:2]([NH:5][S:6]([C:9]1[S:10][C:11]([S:14]([NH:17][CH2:22][CH2:23][N:24]2[CH2:29][CH2:28][O:27][CH2:26][CH2:25]2)(=[O:16])=[O:15])=[CH:12][CH:13]=1)(=[O:8])=[O:7])([CH3:1])[CH3:3] |f:1.2,3.4|. The reactants are CC(C)(C)NS(=O)(=O)C=1SC(=CC1)S(=O)(=O)N (N-(1,1-Dimethylethyl)-2,5-thiophenedisulfonamide), [H-].[Na+] (sodium hydride), Cl.ClCCN1CCOCC1 (4-(2-chloroethyl)morpholine hydrochloride). Run at time 8 hour. Reactants: C(C1=CC=CC=C1)OC=1N=NC=C2C1N(C(=C2Br)C)CC2=CC=C(C=C2)OC (7-benzyloxy-3-bromo-1-(4-methoxybenzyl)-2-methylpyrrolo[2,3-d]pyridazine), C(CCC)[Li] (n-butyllithium), CN(C=O)C (dimethylformamide). Solvent: CCCCCC (hexane), O1CCCC1 (tetrahydrofuran). The product is C(C1=CC=CC=C1)OC=1N=NC=C2C1N(C(=C2C=O)C)CC2=CC=C(C=C2)OC (7-Benzyloxy-3-formyl-1-(4-methoxybenzyl)-2-methylpyrrolo[2,3-d]pyridazine). Isolated yield 36.0%. Reaction SMILES: [CH2:1]([O:8][C:9]1[N:10]=[N:11][CH:12]=[C:13]2[C:17](Br)=[C:16]([CH3:19])[N:15]([CH2:20][C:21]3[CH:26]=[CH:25][C:24]([O:27][CH3:28])=[CH:23][CH:22]=3)[C:14]=12)[C:2]1[CH:7]=[CH:6][CH:5]=[CH:4][CH:3]=1.C([Li])CCC.CN(C)[CH:36]=[O:37]>CCCCCC.O1CCCC1>[CH2:1]([O:8][C:9]1[N:10]=[N:11][CH:12]=[C:13]2[C:17]([CH:36]=[O:37])=[C:16]([CH3:19])[N:15]([CH2:20][C:21]3[CH:26]=[CH:25][C:24]([O:27][CH3:28])=[CH:23][CH:22]=3)[C:14]=12)[C:2]1[CH:7]=[CH:6][CH:5]=[CH:4][CH:3]=1. Procedure details: 440 mg (1.0 mmol) of 7-benzyloxy-3-bromo-1-(4-methoxybenzyl)-2-methylpyrrolo[2,3-d]pyridazine, 735 μl (1.2 mmol) of a 15% strength solution of n-butyllithium in hexane and 160 μl (1.2 mmol) of dimethylformamide are reacted in 25 ml of tetrahydrofuran as described for Example 2a. Yield: 36%, m.p.: 139°-145° C.